describe an organic reaction: reactants, conditions, products, and yield From a dataset of the Open Reaction Database (ORD), a public repository of structured organic reaction records. The reactants are C1(CC1)C=1C(=CC(=C(C(=O)O)C1)F)OCC1(CCCCC1)C(F)(F)F (5-cyclopropyl-2-fluoro-4-((1-(trifluoromethyl)cyclohexyl)methoxy)-benzoic acid), N1(CCC1)S(=O)(=O)N (azetidine-1-sulfonamide), C1(CC1)C=1C(=CC(=C(C(=O)O)C1)F)OCC1(CCC(CC1)(F)F)C (5-cyclopropyl-4-((4,4-difluoro-1-methylcyclohexyl)methoxy)-2-fluorobenzoic acid), CS(=O)(=O)N (methanesulfonamide). The product is N1(CCC1)S(=O)(=O)NC(C1=C(C=C(C(=C1)C1CC1)OCC1(CCC(CC1)(F)F)C)F)=O (N-(azetidin-1-ylsulfonyl)-5-cyclopropyl-4-((4,4-difluoro-1-methylcyclohexyl)-methoxy)-2-fluorobenzamide). RXN SMILES: C1(C2C(OCC3(C(F)(F)F)CCCCC3)=CC(F)=C(C=2)C(O)=O)CC1.[CH:26]1([C:29]2[C:30]([O:39][CH2:40][C:41]3([CH3:49])[CH2:46][CH2:45][C:44]([F:48])([F:47])[CH2:43][CH2:42]3)=[CH:31][C:32]([F:38])=[C:33]([CH:37]=2)[C:34]([OH:36])=O)[CH2:28][CH2:27]1.CS(N)(=O)=O.[N:55]1([S:59]([NH2:62])(=[O:61])=[O:60])[CH2:58][CH2:57][CH2:56]1>>[N:55]1([S:59]([NH:62][C:34](=[O:36])[C:33]2[CH:37]=[C:29]([CH:26]3[CH2:28][CH2:27]3)[C:30]([O:39][CH2:40][C:41]3([CH3:49])[CH2:46][CH2:45][C:44]([F:48])([F:47])[CH2:43][CH2:42]3)=[CH:31][C:32]=2[F:38])(=[O:61])=[O:60])[CH2:58][CH2:57][CH2:56]1. Procedure details: Following the procedure as described in Example 158 step 5, and making variations as required to replace 5-cyclopropyl-2-fluoro-4-((1-(trifluoromethyl)cyclohexyl)methoxy)-benzoic acid with 5-cyclopropyl-4-((4,4-difluoro-1-methylcyclohexyl)methoxy)-2-fluorobenzoic acid and to replace methanesulfonamide with azetidine-1-sulfonamide, the title compound was obtained (0.17 g, 56%) as a colorless solid: 1H NMR (300 MHz, CDCl3) δ 8.72-8.59 (m, 1H), 7.69-7.61 (m, 1H), 6.64-6.52 (m, 1H), 4.31-4.19 (m, 4H... Reactants: ClCCl, CC(C)SCl, Cc1cc(O)cc(=O)o1. The product is Cc1cc(O)c(SC(C)C)c(=O)o1. As a reaction SMILES: [CH2:15]([Cl:16])[Cl:17].[CH:1]([CH3:2])([CH3:3])[S:4][Cl:5].[OH:6][c:7]1[cH:8][c:9](=[O:14])[o:10][c:11]([CH3:13])[cH:12]1>>[CH:1]([CH3:2])([CH3:3])[S:4][c:8]1[c:7]([OH:6])[cH:12][c:11]([CH3:13])[o:10][c:9]1=[O:14]. Reactants: CCOC(=O)c1cnn(C)c1N, CC#N, [Cl-], Cl, CC(C)(C)ON=O. The product is CCOC(=O)c1cnn(C)c1Cl. Reaction SMILES: [CH2:9]([CH3:10])[O:11][C:12](=[O:13])[c:14]1[cH:15][n:16][n:17]([CH3:20])[c:18]1[NH2:19].[CH3:22][C:23]#[N:24].[Cl-:8].[ClH:21].[N:1]([O:2][C:3]([CH3:4])([CH3:5])[CH3:6])=[O:7]>>[Cl:8][c:18]1[c:14]([C:12]([O:11][CH2:9][CH3:10])=[O:13])[cH:15][n:16][n:17]1[CH3:20]. The reactants are C(C)(C)(C)OC(=O)N[C@H]1C(N(CC1)C1=CC=CC2=CC=C(C=C12)O[Si](C)(C)C(C)(C)C)=S ((R)-3-(tert-Butoxycarbonylamino)-1-[7-(tert-butyldimethylsilyloxy) naphthalen-1-yl]-2-thioxopyrrolidine). The reagents and catalysts are [Ni] (Ni), [Ni] (Ni). Solvent: CCO (EtOH), CCO (EtOH), CCO (EtOH). Conditions: time 18 hour. The product is C(C)(C)(C)OC(=O)N[C@H]1CN(CC1)C1=CC=CC2=CC=C(C=C12)O[Si](C)(C)C(C)(C)C ((R)-3-(tert-Butoxycarbonylamino)-1-[7-(tert-butyldimethylsilyloxy) naphthalen-1-yl]pyrrolidine). Reaction SMILES: [C:1]([O:5][C:6]([NH:8][C@@H:9]1[CH2:13][CH2:12][N:11]([C:14]2[C:23]3[C:18](=[CH:19][CH:20]=[C:21]([O:24][Si:25]([C:28]([CH3:31])([CH3:30])[CH3:29])([CH3:27])[CH3:26])[CH:22]=3)[CH:17]=[CH:16][CH:15]=2)[C:10]1=S)=[O:7])([CH3:4])([CH3:3])[CH3:2]>CCO.[Ni]>[C:1]([O:5][C:6]([NH:8][C@@H:9]1[CH2:13][CH2:12][N:11]([C:14]2[C:23]3[C:18](=[CH:19][CH:20]=[C:21]([O:24][Si:25]([C:28]([CH3:31])([CH3:30])[CH3:29])([CH3:26])[CH3:27])[CH:22]=3)[CH:17]=[CH:16][CH:15]=2)[CH2:10]1)=[O:7])([CH3:4])([CH3:3])[CH3:2]. Reported procedure: (R)-3-(tert-Butoxycarbonylamino)-1-[7-(tert-butyldimethylsilyloxy) naphthalen-1-yl]-2-thioxopyrrolidine, as described above in Step G, (1.04 g, 2.19 mmol) was dissolved in EtOH (100 mL) and Raney Ni (5 g of a slurry in EtOH) was added. The mixture was stirred at ambient temperature for 18 hours, then an additional portion of Raney Ni (3 g of a slurry in EtOH) was added. After a further 4 hours stirring, the reaction mixture was filtered through a pad of celite, washing with EtOH. The filtrate wa... Reaction conditions: time 4 hour. Yield: 99.2%. Procedure details: Add H2O (9 mg, 0.5 mmol) and TMSCl (39 mg, 0.357 mmol) to a solution of 2,2-dimethyl-propionic acid 3-(2-dimethylaminomethyl-bicyclo[3.2.1]oct-3-yl)-phenyl ester (102 mg, 0.297 mmol) in 2-butanone (50 mL). Then stir the reaction mixture at ambient temperature for 4 hours. Evaporate the mixture under vacuum to give 2,2-dimethyl-propionic acid 3-(2-dimethylaminomethyl-bicyclo[3.2.1]oct-3-yl)-phenyl ester hydrochloride as white solid (112 mg, Yield: 100%). 1H NMR (400 MHz, Methanol-d4) δ 7.38-7.42 ... Reaction SMILES: O.C[Si]([Cl:6])(C)C.[CH3:7][N:8]([CH2:10][CH:11]1[CH:17]([C:18]2[CH:19]=[C:20]([O:24][C:25](=[O:30])[C:26]([CH3:29])([CH3:28])[CH3:27])[CH:21]=[CH:22][CH:23]=2)[CH2:16][CH:15]2[CH2:31][CH:12]1[CH2:13][CH2:14]2)[CH3:9]>CC(=O)CC>[ClH:6].[CH3:7][N:8]([CH2:10][CH:11]1[CH:17]([C:18]2[CH:19]=[C:20]([O:24][C:25](=[O:30])[C:26]([CH3:27])([CH3:29])[CH3:28])[CH:21]=[CH:22][CH:23]=2)[CH2:16][CH:15]2[CH2:31][CH:12]1[CH2:13][CH2:14]2)[CH3:9] |f:4.5|. The product is Cl.CN(C)CC1C2CCC(CC1C=1C=C(C=CC1)OC(C(C)(C)C)=O)C2 (2,2-dimethyl-propionic acid 3-(2-dimethylaminomethyl-bicyclo[3.2.1]oct-3-yl)-phenyl ester hydrochloride). The reactants are O (H2O), C[Si](C)(C)Cl (TMSCl), CN(C)CC1C2CCC(CC1C=1C=C(C=CC1)OC(C(C)(C)C)=O)C2 (2,2-dimethyl-propionic acid 3-(2-dimethylaminomethyl-bicyclo[3.2.1]oct-3-yl)-phenyl ester). Solvent: CC(CC)=O (2-butanone). The reactants are CN1N2C(CNC3=C1C=CN=C3)=CC=C2 (10,11-dihydro-5-methyl-5H-pyrido[3,4-f]pyrrolo[1,2-b][1,2,5]triazepine), C(C)(=O)OC(C)=O (acetic anhydride). Run at time 2 hour. The product is C(C)(=O)N1CC=2N(N(C3=C1C=NC=C3)C)C=CC2 (11-acetyl-10,11-dihydro-5-methyl-5H-pyrido[3,4-f]pyrrolo[1,2-b][1,2,5]triazepine). Reaction SMILES: [CH3:1][N:2]1[C:8]2[CH:9]=[CH:10][N:11]=[CH:12][C:7]=2[NH:6][CH2:5][C:4]2=[CH:13][CH:14]=[CH:15][N:3]12.[C:16](OC(=O)C)(=[O:18])[CH3:17]>>[C:16]([N:6]1[C:7]2[CH:12]=[N:11][CH:10]=[CH:9][C:8]=2[N:2]([CH3:1])[N:3]2[CH:15]=[CH:14][CH:13]=[C:4]2[CH2:5]1)(=[O:18])[CH3:17]. Procedure details: A mixture of 20 ml of acetic anhydride and 4.0 g of 10,11-dihydro-5-methyl-5H-pyrido[3,4-f]pyrrolo[1,2-b][1,2,5]triazepine was stirred at room temperature for two hours. The mixture was then evaporated, the residue dissolved in water, and the aqueous layer extracted with ethyl acetate. The organic layer was washed with water followed by a saturated sodium chloride solution, dried over anhydrous magnesium sulfate, filtered and concentrated. The concentrate was purified by means of high pressure l... Starting materials: CC(C)(C)OC(=O)N1CC(N2CC(O)C2)C1, ClCCl, O=C(O)C(F)(F)F. Product: OC1CN(C2CNC2)C1. Reaction SMILES: [C:1]([O:2][C:3](=[O:4])[N:8]1[CH2:9][CH:10]([N:12]2[CH2:13][CH:14]([OH:16])[CH2:15]2)[CH2:11]1)([CH3:5])([CH3:6])[CH3:7].[Cl:17][CH2:18][Cl:19].[F:20][C:21]([F:22])([F:23])[C:24]([OH:25])=[O:26]>>[NH:8]1[CH2:9][CH:10]([N:12]2[CH2:13][CH:14]([OH:16])[CH2:15]2)[CH2:11]1. Starting materials: C(C)(=O)C1=C(C(=C(OCC2=CC=C(C=CC(=O)OC)C=C2)C=C1)CCC)O (methyl 4-(4-acetyl-3-hydroxy-2-propylphenoxy)methylcinnamate), O.[OH-].[Li+] (lithium hydroxide, monohydrate), C1CCOC1 (THF), O (water). The solvent is CO (MeOH), Cl (HCl). Conditions: temperature 50 celsius, time 2 hour. The product is C(C)(=O)C1=C(C(=C(OCC2=CC=C(C=CC(=O)O)C=C2)C=C1)CCC)O (4-(4-Acetyl-3-hydroxy-2-propylphenoxy)methylcinnamic acid). The yield is 78.1%. Reaction SMILES: [C:1]([C:4]1[CH:23]=[CH:22][C:7]([O:8][CH2:9][C:10]2[CH:21]=[CH:20][C:13]([CH:14]=[CH:15][C:16]([O:18]C)=[O:17])=[CH:12][CH:11]=2)=[C:6]([CH2:24][CH2:25][CH3:26])[C:5]=1[OH:27])(=[O:3])[CH3:2].O.[OH-].[Li+].C1COCC1.O>CO.Cl>[C:1]([C:4]1[CH:23]=[CH:22][C:7]([O:8][CH2:9][C:10]2[CH:21]=[CH:20][C:13]([CH:14]=[CH:15][C:16]([OH:18])=[O:17])=[CH:12][CH:11]=2)=[C:6]([CH2:24][CH2:25][CH3:26])[C:5]=1[OH:27])(=[O:3])[CH3:2] |f:1.2.3|. Procedure details: A solution of 1.0 g (2.71 mmol) of methyl 4-(4-acetyl-3-hydroxy-2-propylphenoxy)methylcinnamate and 569 mg (13.57 mmol) of lithium hydroxide, monohydrate, in a mixture of 9 ml of MeOH, 9 ml of THF and 2 ml of water was stirred at 50° C. for 2 hours. The reaction mixture was cooled to room temperature, diluted with 100 ml of 0.5N HCl solution to give a fine white precipitate. The precipitate was isolated by filtration and recrystallized from ethanol to give 750 mg of the title compound as a fine,... Starting materials: C[C@H]1[C@@]([C@H]([C@@H](O1)O[C@@H]2[C@H]([C@@H]([C@H]([C@@H]([C@H]2O)O)N=C(N)N)O)N=C(N)N)O[C@H]3[C@H]([C@@H]([C@H]([C@@H](O3)CO)O)O)NC)(C=O)O.OS(=O)(=O)O (streptomycin sulfate), N[C@@H](CCCCN)C(=O)O (L-lysine), C[C@H]1[C@@]([C@H]([C@@H](O1)O[C@@H]2[C@H]([C@@H]([C@H]([C@@H]([C@H]2O)O)N=C(N)N)O)N=C(N)N)O[C@H]3[C@H]([C@@H]([C@H]([C@@H](O3)CO)O)O)NC)(C=O)O.OS(=O)(=O)O (streptomycin sulfate), solution, starches. Reaction conditions: time 20 hour. Product: O=C[C@H](O)[C@@H](O)[C@H](O)[C@H](O)CO (glucose). Reaction SMILES: C[C@@H]1O[C@@H](O[C@H]2[C@H](O)[C@@H](O)[C@H](N=C(N)N)[C@@H](O)[C@@H]2N=C(N)N)[C@H]([O:25][C@@H:26]2[O:31][C@@H:30]([CH2:32][OH:33])[C@H:29]([OH:34])[C@@H:28]([OH:35])[C@@H:27]2NC)[C@@]1(O)C=O.[OH:41]S(O)(=O)=O.N[C@H](C(O)=O)CCCCN>>[O:33]=[CH:32][C@@H:30]([C@H:29]([C@@H:28]([C@@H:27]([CH2:26][OH:25])[OH:41])[OH:35])[OH:34])[OH:31] |f:0.1|. Reported procedure: 196ΔcadAΔldcCΔfadR/pCABD2 strain was cultured at 37° C. for 20 hours on the LB agar medium containing 20 mg/L of streptomycin sulfate. The cells on the agar medium were scraped, inoculated into 4 mL of an L-lysine production medium containing 20 mg/L of streptomycin sulfate contained in a large diameter test tube, and cultured at a culture temperature of 37° C. for 24 hours. For the main culture, the saccharified solution of Example 4 (1) prepared from starches produced by Chlorella kessleri (1....